Dataset: the Open Reaction Database (ORD), a public repository of structured organic reaction records. Task: describe an organic reaction: reactants, conditions, products, and yield The reactants are CC(=O)OI1(C=2C=CC=CC2C(=O)O1)(OC(=O)C)OC(=O)C (Dess-Martin periodinane), C(C1=CC=CC=C1)OC(NC1=C(C(=C(C=C1)F)C(O)C1=CN(C=2N=CN=C(C21)Cl)S(=O)(=O)C2=CC=C(C=C2)C)F)=O ((3-{[4-chloro-7-(toluene-4-sulfonyl)-7H-pyrrolo[2,3-d]pyrimidin-5-yl]-hydroxy-methyl}-2,4-difluoro-phenyl)-carbamic acid benzyl ester), CC(=O)OI1(C=2C=CC=CC2C(=O)O1)(OC(=O)C)OC(=O)C (Dess-Martin periodinane). The solvent is O1CCCC1 (tetrahydrofuran). Run at time 60 minute. Yields the product C(C1=CC=CC=C1)OC(NC1=C(C(=C(C=C1)F)C(=O)C1=CN(C=2N=CN=C(C21)Cl)S(=O)(=O)C2=CC=C(C=C2)C)F)=O ({3-[4-chloro-7-(toluene-4-sulfonyl)-7H-pyrrolo[2,3-d]pyrimidine-5-carbonyl]-2,4-difluoro-phenyl}-carbamic acid benzyl ester). Isolated yield 49.1%. RXN SMILES: [CH2:1]([O:8][C:9](=[O:41])[NH:10][C:11]1[CH:16]=[CH:15][C:14]([F:17])=[C:13]([CH:18]([C:20]2[C:28]3[C:27]([Cl:29])=[N:26][CH:25]=[N:24][C:23]=3[N:22]([S:30]([C:33]3[CH:38]=[CH:37][C:36]([CH3:39])=[CH:35][CH:34]=3)(=[O:32])=[O:31])[CH:21]=2)[OH:19])[C:12]=1[F:40])[C:2]1[CH:7]=[CH:6][CH:5]=[CH:4][CH:3]=1.CC(OI1(OC(C)=O)(OC(C)=O)OC(=O)C2C=CC=CC1=2)=O>O1CCCC1>[CH2:1]([O:8][C:9](=[O:41])[NH:10][C:11]1[CH:16]=[CH:15][C:14]([F:17])=[C:13]([C:18]([C:20]2[C:28]3[C:27]([Cl:29])=[N:26][CH:25]=[N:24][C:23]=3[N:22]([S:30]([C:33]3[CH:34]=[CH:35][C:36]([CH3:39])=[CH:37][CH:38]=3)(=[O:32])=[O:31])[CH:21]=2)=[O:19])[C:12]=1[F:40])[C:2]1[CH:7]=[CH:6][CH:5]=[CH:4][CH:3]=1. Reported procedure: In a round bottom flask, (3-{[4-chloro-7-(toluene-4-sulfonyl)-7H-pyrrolo[2,3-d]pyrimidin-5-yl]-hydroxy-methyl}-2,4-difluoro-phenyl)-carbamic acid benzyl ester (34, 311 mg, 0.519 mmol) is dissolved in 35 mL of tetrahydrofuran and Dess-Martin periodinane (242 mg, 0.571 mmol) is added. The resulting mixture is stirred at room temperature, and additional Dess-Martin periodinane is added. After 60 minutes, the reaction is quenched with water and extracted with ethyl acetate. The organic layer is wash... The reactants are NC1=CC=C(C=C1)CCCC(=O)O (4-(4-Aminophenyl)butyric acid), CO (methanol), Cl (hydrogen chloride). Run at temperature 85 celsius, time 8 hour. The product is Cl.NC1=CC=C(C=C1)CCCC(=O)OC (methyl 4-(4-aminophenyl)butyrate hydrogen chloride). RXN SMILES: [NH2:1][C:2]1[CH:7]=[CH:6][C:5]([CH2:8][CH2:9][CH2:10][C:11]([OH:13])=[O:12])=[CH:4][CH:3]=1.[ClH:14].[CH3:15]O>>[ClH:14].[NH2:1][C:2]1[CH:3]=[CH:4][C:5]([CH2:8][CH2:9][CH2:10][C:11]([O:13][CH3:15])=[O:12])=[CH:6][CH:7]=1 |f:3.4|. Procedure: 4-(4-Aminophenyl)butyric acid (5 g) was dissolved in 40 ml methanol. The solution was refluxed at 80-90° C. with stirring for 4 h while hydrogen chloride gas was bubbled through the solution. After the reaction mixture was cooled to room temperature, ethyl ether (100 ml.) was added. The mixture, which separated into two layers, was refrigerated overnight. The crystalline product was collected by filtration and dried thoroughly. The filtrate was evaporated to dryness and the residue was recrystal...